From a dataset of the Open Reaction Database (ORD), a public repository of structured organic reaction records. describe an organic reaction: reactants, conditions, products, and yield Starting materials: CNC, O=[N+]([O-])c1c(Cl)ccc2ncccc12. The product is CN(C)c1ccc2ncccc2c1[N+](=O)[O-]. As a reaction SMILES: [CH3:15][NH:16][CH3:17].[N+:1](=[O:2])([O-:3])[c:4]1[c:5]2[cH:6][cH:7][cH:8][n:9][c:10]2[cH:11][cH:12][c:13]1[Cl:14]>>[N+:1](=[O:2])([O-:3])[c:4]1[c:5]2[cH:6][cH:7][cH:8][n:9][c:10]2[cH:11][cH:12][c:13]1[N:16]([CH3:15])[CH3:17]. Starting materials: C1(CC1)C1=C(C=NC2=CC=C(C=C12)C=O)C#N (4-cyclopropyl-6-formyl-quinoline-3-carbonitrile), COC=1C=CC(=CC1OC2CCCC2)/C=C\3/C(=O)NC(=N)S3 (pseudothiohydantoin), C(C)(=O)[O-].[Na+] (sodium acetate). Solvent: C(C)(=O)O (acetic acid). Product: NC=1S\C(\C(N1)=O)=C/C=1C=C2C(=C(C=NC2=CC1)C#N)C1CC1 (6-[2-amino-4-oxo-4H-thiazol-(5Z)-ylidenemethyl]-4-cyclopropyl-quinoline-3-carbonitrile). As a reaction SMILES: [CH:1]1([C:4]2[C:13]3[C:8](=[CH:9][CH:10]=[C:11]([CH:14]=O)[CH:12]=3)[N:7]=[CH:6][C:5]=2[C:16]#[N:17])[CH2:3][CH2:2]1.COC1C=CC(/C=[C:33]2/[C:34]([NH:36][C:37]([S:39]/2)=[NH:38])=[O:35])=CC=1OC1CCCC1.C([O-])(=O)C.[Na+]>C(O)(=O)C>[NH2:38][C:37]1[S:39]/[C:33](=[CH:14]\[C:11]2[CH:12]=[C:13]3[C:8](=[CH:9][CH:10]=2)[N:7]=[CH:6][C:5]([C:16]#[N:17])=[C:4]3[CH:1]2[CH2:3][CH2:2]2)/[C:34](=[O:35])[N:36]=1 |f:2.3|. Procedure details: Similar procedure as described in example 38 was used, starting from 4-cyclopropyl-6-formyl-quinoline-3-carbonitrile (example 57c), pseudothiohydantoin, sodium acetate and acetic acid to give 6-[2-amino-4-oxo-4H-thiazol-(5Z)-ylidenemethyl]-4-cyclopropyl-quinoline-3-carbonitrile. LC-MS m/e 321 (MH+). Starting materials: 60, [OH-].[K+] (potassium hydroxide), FC=1C(=CC2=C(C=3C(C(=CN(C3C=N2)C)C(=O)OCC)=O)C1)N1CCCC1 (ethyl 9-fluoro-4-methyl-1-oxo-8-pyrrolidinyl-1,4-dihydrobenzo[f][1,7]naphthyridine-2-carboxylate), Cl (hydrochloric acid). Solvent: C(C)O (ethanol). Reaction conditions: temperature 70 celsius, time 2 hour. Yields the product FC=1C(=CC2=C(C=3C(C(=CN(C3C=N2)C)C(=O)O)=O)C1)N1CCCC1 (9-fluoro-4-methyl-1-oxo-8-pyrrolidinyl-1,4-dihydrobenzo[f][1,7]naphthyridine-2-carboxylic acid). Yield: 87.9%. RXN SMILES: [F:1][C:2]1[C:3]([N:23]2[CH2:27][CH2:26][CH2:25][CH2:24]2)=[CH:4][C:5]2[N:14]=[CH:13][C:12]3[N:11]([CH3:15])[CH:10]=[C:9]([C:16]([O:18]CC)=[O:17])[C:8](=[O:21])[C:7]=3[C:6]=2[CH:22]=1.[OH-].[K+].Cl>C(O)C>[F:1][C:2]1[C:3]([N:23]2[CH2:27][CH2:26][CH2:25][CH2:24]2)=[CH:4][C:5]2[N:14]=[CH:13][C:12]3[N:11]([CH3:15])[CH:10]=[C:9]([C:16]([OH:18])=[O:17])[C:8](=[O:21])[C:7]=3[C:6]=2[CH:22]=1 |f:1.2|. Reported procedure: A suspension of 0.8 g of ethyl 9-fluoro-4-methyl-1-oxo-8-pyrrolidinyl-1,4-dihydrobenzo[f][1,7]naphthyridine-2-carboxylate in a mixture of 60 Cm3 of aqueous ethanol at 50% and 2.8 cm3 of a 1 N aqueous potassium hydroxide solution was heated, with stirring, for 2 hours at a temperature of 70° C. After concentration under reduced pressure (5.2 kPa) at 60° C., the residue was dissolved in 100 cm3 of water; the light insoluble material was removed by filtration. The solution obtained was neutralized ... Yields the product CSc1nc2ncc(C#N)c(Cl)c2s1. Reactants: CN(C)C=O, O, CSc1nc2ncc(C#N)c(O)c2s1, O=S(Cl)Cl. RXN SMILES: [O:1]=[CH:2][N:3]([CH3:4])[CH3:5].[OH2:24].[OH:6][c:7]1[c:8]2[c:9]([n:10][cH:11][c:12]1[C:13]#[N:14])[n:15][c:16]([S:18][CH3:19])[s:17]2.[S:20]([Cl:21])([Cl:22])=[O:23]>>[c:7]1([Cl:22])[c:8]2[c:9]([n:10][cH:11][c:12]1[C:13]#[N:14])[n:15][c:16]([S:18][CH3:19])[s:17]2.